This data is from the Open Reaction Database (ORD), a public repository of structured organic reaction records. The task is: describe an organic reaction: reactants, conditions, products, and yield Starting materials: BrC1=CC(=C(C=C1)C(=O)N1CCN(CC1)C1=C(C=C(C=C1)C)C)S(=O)(=O)C ((4-bromo-2-methanesulfonylphenyl)[4-(2,4-dimethylphenyl)piperazin-1-yl]methanone), N1C(CCC1)=O (pyrrolidin-2-one). Yields the product CC1=C(C=CC(=C1)C)N1CCN(CC1)C(=O)C1=C(C=C(C=C1)N1C(CCC1)=O)S(=O)(=O)C (1-{4-[4-(2,4-dimethylphenyl)piperazine-1-carbonyl]-3-methanesulfonylphenyl}pyrrolidin-2-one). As a reaction SMILES: Br[C:2]1[CH:7]=[CH:6][C:5]([C:8]([N:10]2[CH2:15][CH2:14][N:13]([C:16]3[CH:21]=[CH:20][C:19]([CH3:22])=[CH:18][C:17]=3[CH3:23])[CH2:12][CH2:11]2)=[O:9])=[C:4]([S:24]([CH3:27])(=[O:26])=[O:25])[CH:3]=1.[NH:28]1[CH2:32][CH2:31][CH2:30][C:29]1=[O:33]>>[CH3:23][C:17]1[CH:18]=[C:19]([CH3:22])[CH:20]=[CH:21][C:16]=1[N:13]1[CH2:14][CH2:15][N:10]([C:8]([C:5]2[CH:6]=[CH:7][C:2]([N:28]3[CH2:32][CH2:31][CH2:30][C:29]3=[O:33])=[CH:3][C:4]=2[S:24]([CH3:27])(=[O:26])=[O:25])=[O:9])[CH2:11][CH2:12]1. Procedure: Using (4-bromo-2-methanesulfonylphenyl)[4-(2,4-dimethylphenyl)piperazin-1-yl]methanone (451 mg) described in Preparation Example 110 and pyrrolidin-2-one (80 μL) and by the reaction and treatment in the same manner as in Example 1, the title compound (244 mg) was obtained. Starting materials: C(C)OC(=O)C=1N(C(=C2C=C(C=CC12)Cl)C1=CC=CC=C1)CCCOS(=O)(=O)C (5-chloro-2-{3-[(methylsulfonyl)oxy]propyl}-3-phenylisoindole-1-carboxylic acid ethyl ester), CNC1=CC=CC=C1 (N-methylaniline). Solvent: CN(P(N(C)C)(N(C)C)=O)C (hexamethylphosphoric acid triamide). Yields the product C(C)OC(=O)C=1N(C(=C2C=C(C=CC12)Cl)C1=CC=CC=C1)CCCN(C1=CC=CC=C1)C (5-chloro-2-[3-(N-methylanilino)propyl]-3-phenylisoindole-1-carboxylic acid ethyl ester). RXN SMILES: [CH2:1]([O:3][C:4]([C:6]1[N:7]([CH2:22][CH2:23][CH2:24]OS(C)(=O)=O)[C:8]([C:16]2[CH:21]=[CH:20][CH:19]=[CH:18][CH:17]=2)=[C:9]2[C:14]=1[CH:13]=[CH:12][C:11]([Cl:15])=[CH:10]2)=[O:5])[CH3:2].[CH3:30][NH:31][C:32]1[CH:37]=[CH:36][CH:35]=[CH:34][CH:33]=1>CN(C)P(=O)(N(C)C)N(C)C>[CH2:1]([O:3][C:4]([C:6]1[N:7]([CH2:22][CH2:23][CH2:24][N:31]([CH3:30])[C:32]2[CH:37]=[CH:36][CH:35]=[CH:34][CH:33]=2)[C:8]([C:16]2[CH:21]=[CH:20][CH:19]=[CH:18][CH:17]=2)=[C:9]2[C:14]=1[CH:13]=[CH:12][C:11]([Cl:15])=[CH:10]2)=[O:5])[CH3:2]. Procedure: A solution of 4.36 g. of 5-chloro-2-{3-[(methylsulfonyl)oxy]propyl}-3-phenylisoindole-1-carboxylic acid ethyl ester in 25 ml. of hexamethylphosphoric acid triamide is treated with 25 ml. of N-methylaniline and heated at 80° C. for 24 hours. The mixture is then evaporated to dryness under reduced pressure, and the residue treated with 250 ml. of ice-water. The oily precipitate is taken up in methylene chloride and the extract washed with a saturated solution of sodium chloride, dried over sodium ... Reagents/catalysts: [Br-].C[P+](C1=CC=CC=C1)(C1=CC=CC=C1)C1=CC=CC=C1 (methyl triphenylphosphonium bromide). RXN SMILES: [CH2:1]([Li])CCC.CCCCCC.[CH3:12][C:13]([CH3:33])([CH3:32])[C:14]#[C:15]/[CH:16]=[CH:17]/[CH2:18][N:19]([CH2:22][C:23]1[CH:24]=[C:25]([C:29](=O)[CH3:30])[CH:26]=[CH:27][CH:28]=1)[CH2:20][CH3:21]>[Br-].C[P+](C1C=CC=CC=1)(C1C=CC=CC=1)C1C=CC=CC=1>[CH3:12][C:13]([CH3:33])([CH3:32])[C:14]#[C:15]/[CH:16]=[CH:17]/[CH2:18][N:19]([CH2:22][C:23]1[CH:28]=[CH:27][CH:26]=[C:25]([C:29]([CH3:1])=[CH2:30])[CH:24]=1)[CH2:20][CH3:21] |f:3.4|. The product is CC(C#C/C=C/CN(CC)CC1=CC(=CC=C1)C(=C)C)(C)C (trans-N-(6,6-Dimethyl-2-hepten-4-ynyl)-N-ethyl-(3-isopropenylbenzyl)amine). The reactants are C(CCC)[Li] (n-butyl lithium), CCCCCC (n-hexane), CC(C#C/C=C/CN(CC)CC=1C=C(C=CC1)C(C)=O)(C)C (trans-3′-[N-(6,6-Dimethyl-2-hepten-4-ynyl)-N-ethylaminomethyl]acetophenone). Reported procedure: The procedure described in Example 9 was repeated, except that methyl triphenylphosphonium bromide (2.35 g; 6.6 mmol), n-butyl lithium in n-hexane (1.56 M: 4.2 ml; 6.6 mmol), and Compound 43 (1.3 g; 4.4 mmol) were used, to thereby yield 950 mg of the target compound (yield: 73.6%). Yield: 73.6%. Starting materials: ClC1=C(C#N)C=C(C(=N1)Cl)I (2,6-dichloro-5-iodonicotinonitrile), C1(CC1)B(O)O (cyclopropylboronic acid), [O-]P(=O)([O-])[O-].[K+].[K+].[K+] (K3PO4), P(C1CCCCC1)(C1CCCCC1)C1CCCCC1 (Cy3P). RXN SMILES: [Cl:1][C:2]1[N:9]=[C:8]([Cl:10])[C:7](I)=[CH:6][C:3]=1[C:4]#[N:5].[CH:12]1(B(O)O)[CH2:14][CH2:13]1.[O-]P([O-])([O-])=O.[K+].[K+].[K+].P(C1CCCCC1)(C1CCCCC1)C1CCCCC1>C1(C)C=CC=CC=1.O.CC([O-])=O.CC([O-])=O.[Pd+2].O>[Cl:1][C:2]1[N:9]=[C:8]([Cl:10])[C:7]([CH:12]2[CH2:14][CH2:13]2)=[CH:6][C:3]=1[C:4]#[N:5] |f:2.3.4.5,7.8,9.10.11|. Reagents/catalysts: CC(=O)[O-].CC(=O)[O-].[Pd+2] (Pd(OAc)2). Run in C1(=CC=CC=C1)C.O (Toluene H2O), O (water). Procedure: A mixture of compound 2,6-dichloro-5-iodonicotinonitrile (10 g, 33.4 mmol), cyclopropylboronic acid (3.5 g, 40.1 mmol), K3PO4 (28 g, 133.6 mmol), Cy3P (1 g, 3.3 mmol) and Pd(OAc)2 (0.5 g, 2.2 mmol) in Toluene/H2O (300 mL/15 mL) was stirred under refluxing overnight. The mixture was poured into water and extracted with EtOAc. The separated organics was dried, concentrated and purified by column chromatography (Petroleum ether:EtOAc=10:1) to give compound 2,6-dichloro-5-cyclopropylnicotinonitrile ... Isolated yield 70.3%. Product: ClC1=C(C#N)C=C(C(=N1)Cl)C1CC1 (2,6-dichloro-5-cyclopropylnicotinonitrile). The reactants are C(=O)C=1C=C(OC(C(=O)OCC)(C)C)C=CC1 (ethyl 2-(3-formylphenoxy)-2-methylpropanoate), [OH-].[Na+] (NaOH). Run in O1CCOCC1 (1,4-dioxane). Yields the product C(=O)C=1C=C(OC(C(=O)O)(C)C)C=CC1 (2-(3-formylphenoxy)-2-methylpropanoic acid). Yield: 95.0%. RXN SMILES: [CH:1]([C:3]1[CH:4]=[C:5]([CH:15]=[CH:16][CH:17]=1)[O:6][C:7]([CH3:14])([CH3:13])[C:8]([O:10]CC)=[O:9])=[O:2].[OH-].[Na+]>O1CCOCC1>[CH:1]([C:3]1[CH:4]=[C:5]([CH:15]=[CH:16][CH:17]=1)[O:6][C:7]([CH3:14])([CH3:13])[C:8]([OH:10])=[O:9])=[O:2] |f:1.2|. Procedure: The obtained Compound 97b (1.0 eq.) was dissolved in 1,4-dioxane, and 1 N NaOH (1.4 eq.) was added thereto. The reaction mixture was stirred at room temperature, and after a volatile material was evaporated, the residual was distributed between methylene chloride and water. An aqueous layer was acidified by using a 12 N HCl and extracted by using methylene chloride. An organic layer was evaporated to obtain Compound 97d. Reactants: C(C)(C)(C)C=1C=C(C#N)C(=CN1)O (2-tert-butyl-5-hydroxy-isonicotinonitrile), C(C)(C)N(C(C)C)CC (N,N-diisopropylethylamine), C[Si](C)(C)C=[N+]=[N-] ((trimethylsilyl)diazomethane). The solvent is C(C)#N.CO (acetonitrile methanol). Reaction conditions: time 18 hour. Product: C(C)(C)(C)C=1C=C(C#N)C(=CN1)OC (2-tert-butyl-5-methoxy-isonicotinonitrile). The yield is 67.9%. RXN SMILES: [C:1]([C:5]1[CH:6]=[C:7]([C:10]([OH:13])=[CH:11][N:12]=1)[C:8]#[N:9])([CH3:4])([CH3:3])[CH3:2].[CH:14](N(CC)C(C)C)(C)C.C[Si](C=[N+]=[N-])(C)C>C(#N)C.CO>[C:1]([C:5]1[CH:6]=[C:7]([C:10]([O:13][CH3:14])=[CH:11][N:12]=1)[C:8]#[N:9])([CH3:4])([CH3:2])[CH3:3] |f:3.4|. Procedure details: To a solution of 2-tert-butyl-5-hydroxy-isonicotinonitrile (10.0 g, 73.5 mmol) in acetonitrile/methanol (9:1, 20 mL) was added N,N-diisopropylethylamine (1.48 mL, 8.52 mmol) followed by (trimethylsilyl)diazomethane (2.0M in hexane, 4.30 mL, 8.52 mmol). The red solution was stirred for 18 h at room temperature and then concentrated in vacuo. The residue was dissolved in methylene chloride, washed with saturated aqueous NaHCO3 dried over sodium sulfate, filtered, and concentrated in vacuo to provi...